describe an organic reaction: reactants, conditions, products, and yield From a dataset of the Open Reaction Database (ORD), a public repository of structured organic reaction records. Starting materials: Br, CC(=O)[O-], CC(=O)O, O=N[O-], N=C1SCCN1Cc1ccccc1, [Na+], [Na+], O. Yields the product O=C1SCCN1Cc1ccccc1. Reaction SMILES: [BrH:1].[CH3:16][C:17]([O-:18])=[O:19].[CH3:20][C:21](=[O:22])[OH:23].[N:24]([O-:25])=[O:26].[NH:2]=[C:3]1[S:4][CH2:5][CH2:6][N:7]1[CH2:8][c:9]1[cH:10][cH:11][cH:12][cH:13][cH:14]1.[Na+:15].[Na+:27].[OH2:28]>>[C:3]1(=[O:18])[S:4][CH2:5][CH2:6][N:7]1[CH2:8][c:9]1[cH:10][cH:11][cH:12][cH:13][cH:14]1. Reactants: CC#N (CH3CN), ClC=1C=CC(=C(C1)NC(=NN)C1=CC=C(C=C1)C(F)(F)F)OC (N-(5-Chloro-2-methoxyphenyl)-4-(trifluoromethyl)benzene carbohydrazonamide), [K+].[Br-] (KBr), C(=S)(N1C=NC=C1)N1C=NC=C1 (1,1′-thiocarbonyldiimidazole). Solvent: C1CCOC1 (THF). Yields the product ClC=1C=CC(=C(C1)N1C(NN=C1C1=CC=C(C=C1)C(F)(F)F)=S)OC (4-(5-Chloro-2-methoxyphenyl)-5-[4-(trifluoromethyl)phenyl]-2,4-dihydro-3H-1,2,4-triazol-3-thione). Reaction SMILES: [Cl:1][C:2]1[CH:3]=[CH:4][C:5]([O:22][CH3:23])=[C:6]([NH:8][C:9]([C:12]2[CH:17]=[CH:16][C:15]([C:18]([F:21])([F:20])[F:19])=[CH:14][CH:13]=2)=[N:10][NH2:11])[CH:7]=1.[C:24](N1C=CN=C1)(N1C=CN=C1)=[S:25].[K+].[Br-].CC#N>C1COCC1>[Cl:1][C:2]1[CH:3]=[CH:4][C:5]([O:22][CH3:23])=[C:6]([N:8]2[C:9]([C:12]3[CH:13]=[CH:14][C:15]([C:18]([F:20])([F:21])[F:19])=[CH:16][CH:17]=3)=[N:10][NH:11][C:24]2=[S:25])[CH:7]=1 |f:2.3|. Procedure details: N-(5-Chloro-2-methoxyphenyl)-4-(trifluoromethyl)benzene carbohydrazonamide (2.5 g, 7.27 mmol) was dissolved in THF (450 ml) under N2 and 1,1′-thiocarbonyldiimidazole (1.95 g, 11.0 mmol) added. The solution was stirred at reflux for 18 h and solvent removed by rotary evaporation. The residue was taken up in ethyl acetate (400 ml) and washed with 0.1N HCl solution (100 ml), water (100 ml) and brine prior to drying over MgSO4. Recrystallization from acetonitrile gave 1.91 g (68%) mp 275-280° C.; IR... The reactants are CCO, CCOC(=O)C=CC1(O[SiH](C)C)CC(C(C)(C)C)CN1C(=O)OCc1ccc([N+](=O)[O-])cc1, CN. The product is CCOC(=O)CC(NC)C1(O[SiH](C)C)CC(C(C)(C)C)CN1C(=O)OCc1ccc([N+](=O)[O-])cc1. RXN SMILES: [CH2:1]([OH:2])[CH3:3].[CH2:6]([CH3:7])[O:8][C:9]([CH:10]=[CH:11][C:12]1([O:34][SiH:35]([CH3:36])[CH3:37])[N:13]([C:21](=[O:22])[O:23][CH2:24][c:25]2[cH:26][cH:27][c:28]([N+:31](=[O:32])[O-:33])[cH:29][cH:30]2)[CH2:14][CH:15]([C:17]([CH3:18])([CH3:19])[CH3:20])[CH2:16]1)=[O:38].[CH3:4][NH2:5]>>[CH3:4][NH:5][CH:11]([CH2:10][C:9]([O:8][CH2:6][CH3:7])=[O:38])[C:12]1([O:34][SiH:35]([CH3:36])[CH3:37])[N:13]([C:21](=[O:22])[O:23][CH2:24][c:25]2[cH:26][cH:27][c:28]([N+:31](=[O:32])[O-:33])[cH:29][cH:30]2)[CH2:14][CH:15]([C:17]([CH3:18])([CH3:19])[CH3:20])[CH2:16]1. The reactants are ClC1=NC=CC(=C1)C=1SC=CC1 (2-chloro-4-thiophen-2-yl-pyridine), [I-].[Na+] (sodium iodide), C(C)(=O)Cl (Acetyl chloride). The solvent is C(C)#N (acetonitrile). Reaction conditions: temperature 80 celsius, time 8 hour. Product: IC1=NC=CC(=C1)C=1SC=CC1 (2-iodo-4-thiophen-2-yl-pyridine). The yield is 89.5%. RXN SMILES: Cl[C:2]1[CH:7]=[C:6]([C:8]2[S:9][CH:10]=[CH:11][CH:12]=2)[CH:5]=[CH:4][N:3]=1.[I-:13].[Na+].C(Cl)(=O)C>C(#N)C>[I:13][C:2]1[CH:7]=[C:6]([C:8]2[S:9][CH:10]=[CH:11][CH:12]=2)[CH:5]=[CH:4][N:3]=1 |f:1.2|. Reported procedure: A 20 mL microwave vial was charged with 2-chloro-4-thiophen-2-yl-pyridine (428 mg, 2.19 mmol), sodium iodide (3.28 g, 21.9 mmol) and acetonitrile (3.5 mL). Acetyl chloride (0.24 mL, 3.4 mmol) was added and the vial was flushed with Argon and closed. The reaction mixture was stirred at 80° C. overnight. The reaction mixture was cooled to room temperature and quenched with 10 mL saturated Na2CO3 solution then extracted with 50 mL dichloromethane. The organic layer was washed with 10 mL 10% Na2S2O3... The reactants are CNCC1CCC(CO)CC1, O=C(Cl)Oc1ccc(Cl)cc1. Product: CN(CC1CCC(CO)CC1)C(=O)Oc1ccc(Cl)cc1. RXN SMILES: [CH3:1][NH:2][CH2:3][CH:4]1[CH2:5][CH2:6][CH:7]([CH2:10][OH:11])[CH2:8][CH2:9]1.[Cl:12][C:13](=[O:14])[O:15][c:16]1[cH:17][cH:18][c:19]([Cl:22])[cH:20][cH:21]1>>[CH3:1][N:2]([CH2:3][CH:4]1[CH2:5][CH2:6][CH:7]([CH2:10][OH:11])[CH2:8][CH2:9]1)[C:13](=[O:14])[O:15][c:16]1[cH:17][cH:18][c:19]([Cl:22])[cH:20][cH:21]1.